Dataset: the Open Reaction Database (ORD), a public repository of structured organic reaction records. Task: describe an organic reaction: reactants, conditions, products, and yield Reactants: BrC=1C(=NC=NC1OC1=CC=C(C=C1)OC1=CC=CC=C1)N (5-bromo-6-(4-phenoxyphenoxy)pyrimidin-4-amine), CC1(OB(OC1(C)C)C=1C=C(C=CC1)NC(CC)=O)C (N-(3-(4,4,5,5-tetramethyl-1,3,2-dioxaborolan-2-yl)phenyl)propionamide). Yields the product NC1=NC=NC(=C1C=1C=C(C=CC1)NC(CC)=O)OC1=CC=C(C=C1)OC1=CC=CC=C1 (N-(3-(4-amino-6-(4-phenoxyphenoxy)pyrimidin-5-yl)phenyl)propionamide). The yield is 82.0%. RXN SMILES: Br[C:2]1[C:3]([NH2:22])=[N:4][CH:5]=[N:6][C:7]=1[O:8][C:9]1[CH:14]=[CH:13][C:12]([O:15][C:16]2[CH:21]=[CH:20][CH:19]=[CH:18][CH:17]=2)=[CH:11][CH:10]=1.CC1(C)C(C)(C)OB([C:31]2[CH:32]=[C:33]([NH:37][C:38](=[O:41])[CH2:39][CH3:40])[CH:34]=[CH:35][CH:36]=2)O1>>[NH2:22][C:3]1[C:2]([C:35]2[CH:34]=[C:33]([NH:37][C:38](=[O:41])[CH2:39][CH3:40])[CH:32]=[CH:31][CH:36]=2)=[C:7]([O:8][C:9]2[CH:14]=[CH:13][C:12]([O:15][C:16]3[CH:21]=[CH:20][CH:19]=[CH:18][CH:17]=3)=[CH:11][CH:10]=2)[N:6]=[CH:5][N:4]=1. Procedure: N-(3-(4-amino-6-(4-phenoxyphenoxy)pyrimidin-5-yl)phenyl)propionamide was prepared from 5-bromo-6-(4-phenoxyphenoxy)pyrimidin-4-amine and N-(3-(4,4,5,5-tetramethyl-1,3,2-dioxaborolan-2-yl)phenyl)propionamide using Method C (82% yield). HPLC: 99%, RT=4.286 min. MS: m/z=427 [M+H]+, RT=4.25 min. 1H-NMR (DMSO-d6) δ 9.93 (s, 1H), 8.10 (s, 1H), 7.64-7.63 (m, 2H), 7.38 (t, 3H), 7.12 (t, 1H), 7.08-7.05 (m, 3H), 6.99 (d, 4H), 6.60 (broad s, 2H), 2.32 (q, 2H), 1.07 (t, 3H). Reactants: OC(CC(=O)OCC)C (ethyl 3-hydroxy-n-butyrate), N (ammonia), OC(CC(=O)OCC)C (ethyl 3-hydroxy-n-butyrate). Reaction conditions: time 0.201 second. The product is NC(CC(=O)OCC)C (ethyl 3-amino-n-butyrate). Reaction SMILES: O[CH:2]([CH3:9])[CH2:3][C:4]([O:6][CH2:7][CH3:8])=[O:5].[NH3:10]>>[NH2:10][CH:2]([CH3:9])[CH2:3][C:4]([O:6][CH2:7][CH3:8])=[O:5]. Procedure: The concentrations of the substrates prior to entering the reactor were 0.226 M for ethyl 3-hydroxy-n-butyrate and 1.630 M for aqueous ammonia. The reaction time was 0.201 second, and the aqueous solution obtained after the reaction was examined with a high performance liquid chromatography/mass spectroscopy apparatus, which confirmed that an amino group had been introduced into the ethyl 3-hydroxy-n-butyrate, and that ethyl 3-amino-n-butyrate had been produced. The ethyl 3-amino-n-butyrate conc... The reactants are CO (methanol), IC=1C=C(C=CC1OCCN1C2=CC=CC=C2OC=2C=CC=CC12)CC(C(=O)OCC)OCC (racemic ethyl 3-[3-iodo-4-[2-(phenoxazin-10-yl)ethoxy]phenyl]-2-ethoxypropionate), IC=1C=C(C=CC1OCCN1C2=CC=CC=C2OC=2C=CC=CC12)CC(C(=O)OCC)OCC (racemic ethyl 3-[3-iodo-4-[2-(phenoxazin-10-yl)ethoxy]phenyl]-2-ethoxypropionate), [OH-].[Na+] (sodium hydroxide), O (water), IC=1C=C(C=CC1OCCN1C2=CC=CC=C2OC=2C=CC=CC12)CC(C(=O)OCC)OCC (racemic ethyl 3-[3-iodo-4-[2-(phenoxazin-10-yl)ethoxy]phenyl]-2-ethoxypropionate). Product: C(C(C(=O)O)O)(C(=O)O)O (racemic acid), IC=1C=C(C=CC1OCCN1C2=CC=CC=C2OC=2C=CC=CC12)CC(C(=O)O)OCC (racemic 3-[3-iodo-4-[2-(phenoxazin-10-yl)ethoxy]phenyl]-2-ethoxypropanoic acid). As a reaction SMILES: [I:1][C:2]1[CH:3]=[C:4]([CH2:25][CH:26]([O:32][CH2:33][CH3:34])[C:27]([O:29]CC)=[O:28])[CH:5]=[CH:6][C:7]=1[O:8][CH2:9][CH2:10][N:11]1[C:24]2[CH:23]=[CH:22][CH:21]=[CH:20][C:19]=2[O:18][C:17]2[C:12]1=[CH:13][CH:14]=[CH:15][CH:16]=2.[CH3:35][OH:36].[OH-:37].[Na+].[OH2:39]>>[CH:26]([OH:32])([C:27]([OH:29])=[O:28])[CH:25]([OH:39])[C:35]([OH:37])=[O:36].[I:1][C:2]1[CH:3]=[C:4]([CH2:25][CH:26]([O:32][CH2:33][CH3:34])[C:27]([OH:29])=[O:28])[CH:5]=[CH:6][C:7]=1[O:8][CH2:9][CH2:10][N:11]1[C:24]2[CH:23]=[CH:22][CH:21]=[CH:20][C:19]=2[O:18][C:17]2[C:12]1=[CH:13][CH:14]=[CH:15][CH:16]=2 |f:2.3|. Procedure details: To a mixture of racemic ethyl 3-[3-iodo-4-[2-(phenoxazin-10-yl)ethoxy]phenyl]-2-ethoxypropionate of the formula (4) (45 g) obtained according to the procedure described in step (vii) above and methanol (225 ml), was added aqueous 10% sodium hydroxide solution (225 ml) slowly at room temperature over a period of 10–15 minutes. The reaction mixture was stirred at the same temperature for a period of 2–4 h The progress of the reaction was monitored by TLC. After the complete hydrolysis of the compo... Starting materials: CNC, CN1CCCC1=O, CO, Cc1ccc(NC(=O)Nc2ccccc2)cc1-c1cc2cnc(Cl)cc2n(C)c1=O. The product is Cc1ccc(NC(=O)Nc2ccccc2)cc1-c1cc2cnc(N(C)C)cc2n(C)c1=O. Reaction SMILES: [CH3:31][NH:32][CH3:33].[CH3:34][N:35]1[CH2:36][CH2:37][CH2:38][C:39]1=[O:40].[CH3:41][OH:42].[Cl:1][c:2]1[n:3][cH:4][c:5]2[cH:6][c:7](-[c:14]3[cH:15][c:16]([NH:21][C:22](=[O:23])[NH:24][c:25]4[cH:26][cH:27][cH:28][cH:29][cH:30]4)[cH:17][cH:18][c:19]3[CH3:20])[c:8](=[O:13])[n:9]([CH3:12])[c:10]2[cH:11]1>>[c:2]1([N:32]([CH3:31])[CH3:33])[n:3][cH:4][c:5]2[cH:6][c:7](-[c:14]3[cH:15][c:16]([NH:21][C:22](=[O:23])[NH:24][c:25]4[cH:26][cH:27][cH:28][cH:29][cH:30]4)[cH:17][cH:18][c:19]3[CH3:20])[c:8](=[O:13])[n:9]([CH3:12])[c:10]2[cH:11]1. Reaction SMILES: [O:1]1[CH2:5][CH2:4][N:3]=[C:2]1[C:6]1[CH:37]=[CH:36][C:9]([CH:10]=[C:11]2[CH2:16][CH2:15][N:14](C(C3C=CC=CC=3)(C3C=CC=CC=3)C3C=CC=CC=3)[CH2:13][CH2:12]2)=[CH:8][CH:7]=1.FC(F)(F)C(O)=O.[OH-].[Na+]>C(Cl)Cl>[O:1]1[CH2:5][CH2:4][N:3]=[C:2]1[C:6]1[CH:7]=[CH:8][C:9]([CH:10]=[C:11]2[CH2:12][CH2:13][NH:14][CH2:15][CH2:16]2)=[CH:36][CH:37]=1 |f:2.3|. Isolated yield 68.0%. Starting materials: O1C(=NCC1)C1=CC=C(C=C2CCN(CC2)C(C2=CC=CC=C2)(C2=CC=CC=C2)C2=CC=CC=C2)C=C1 (4-[4-(2-oxazolin-2-yl) benzylidene]-1-tritylpiperidine), FC(C(=O)O)(F)F (trifluoroacetic acid), [OH-].[Na+] (sodium hydroxide), ice water. Procedure details: 1.0 g of 4-[4-(2-oxazolin-2-yl) benzylidene]-1-tritylpiperidine in 20 ml of methylene chloride are treated slowly with 2 ml of trifluoroacetic acid at -10° C. After stirring for 1 hour at -10° C., the reaction mixture is poured into 150 ml of ice-water and immediately adjusted to pH 11.5 using 6N sodium hydroxide solution. After stirring for 10 minutes, it is extracted twice with 150 ml of ether, and the combined organic phases are washed, dried and evaporated down. The residue is purified by co... Solvent: C(Cl)Cl (methylene chloride). Product: O1C(=NCC1)C1=CC=C(C=C2CCNCC2)C=C1 (4-[4-(2-Oxazolin-2-yl)benzylidene]piperidine). Reaction conditions: temperature -10 celsius, time 1 hour. Starting materials: C(C1=CC=CC=C1)OC(=O)N1CC(CC2=CC=CC=C12)C=O (N-benzyloxycarbonyl-3(R,S)-formyl-1,2,3,4-tetrahydroquinoline), C(CCC)NC([C@@H](C[C@@H]([C@H](CC(CC(=O)N1CC(CC2=CC=CC=C12)COCC=C)(C)C)NC(=O)OC(C)(C)C)O)C)=O (5(S)-tert-butoxycarbonylamino-4(S)-hydroxy-2(R),7,7-trimethyl-8-[3(R,S)-allyloxymethyl-1,2,3,4-tetrahydroquinolin-1-ylcarbonyl]-octanoic acid (N-butyl)amide), [Cl-].COC[P+](C1=CC=CC=C1)(C1=CC=CC=C1)C1=CC=CC=C1 (methoxymethyl-triphenylphosphonium chloride), C[Si](C)(C)[N-][Si](C)(C)C.[Na+] (sodium-bis(trimethylsilyl)amide). The product is C(C1=CC=CC=C1)OC(=O)N1CC(CC2=CC=CC=C12)C=COC (N-Benzyloxycarbonyl-3(R,S)-(1-methoxyethen-2-yl)-1,2,3,4-tetrahydroquinoline). Reaction SMILES: [CH2:1]([O:8][C:9]([N:11]1[C:20]2[C:15](=[CH:16][CH:17]=[CH:18][CH:19]=2)[CH2:14][CH:13]([CH:21]=O)[CH2:12]1)=[O:10])[C:2]1[CH:7]=[CH:6][CH:5]=[CH:4][CH:3]=1.[Cl-].[CH3:24][O:25][CH2:26][P+](C1C=CC=CC=1)(C1C=CC=CC=1)C1C=CC=CC=1.C[Si]([N-][Si](C)(C)C)(C)C.[Na+].C(NC(=O)[C@H](C)C[C@H](O)[C@@H](NC(OC(C)(C)C)=O)CC(C)(C)CC(N1C2C(=CC=CC=2)CC(COCC=C)C1)=O)CCC>>[CH2:1]([O:8][C:9]([N:11]1[C:20]2[C:15](=[CH:16][CH:17]=[CH:18][CH:19]=2)[CH2:14][CH:13]([CH:21]=[CH:24][O:25][CH3:26])[CH2:12]1)=[O:10])[C:2]1[CH:7]=[CH:6][CH:5]=[CH:4][CH:3]=1 |f:1.2,3.4|. Procedure: The title compound is prepared in a manner analogous to that described in Example 137b) starting from 4.8 g of N-benzyloxycarbonyl-3(R,S)-formyl-1,2,3,4-tetrahydroquinoline, 7.2 g of methoxymethyl-triphenylphosphonium chloride and 5.4 g of sodium-bis(trimethylsilyl)amide: Rf (A)=0.67.